describe an organic reaction: reactants, conditions, products, and yield From a dataset of the Open Reaction Database (ORD), a public repository of structured organic reaction records. The reactants are NCC(C)(C)C1=CC=2N(C=C1)C(=C(N2)C2=CC=C(C=C2)F)C2=NC(=NC=C2)N (4-[7-(2-Amino-1,1-dimethylethyl)-2-(4-fluorophenyl)imidazo[1,2-a]-pyridin-3-yl]pyrimidin-2-amine), [BH3-]C#N.[Na+] (NaBH3CN), aqueous solution, CO (methanol), C=O (formaldehyde), solution. Solvent: C(C)(=O)O (acetic acid), C1CCOC1 (THF). Run at time 1 hour. The product is CN(CC(C)(C)C1=CC=2N(C=C1)C(=C(N2)C2=CC=C(C=C2)F)C2=NC(=NC=C2)N)C (4-[7-(2-Dimethylamino-1,1-dimethylethyl)-2-(4-fluorophenyl)imidazo[1,2-a]pyridin-3-yl]pyrimidin-2-amine). Reaction SMILES: N[CH2:2][C:3]([C:6]1[CH:11]=[CH:10][N:9]2[C:12]([C:22]3[CH:27]=[CH:26][N:25]=[C:24]([NH2:28])[N:23]=3)=[C:13]([C:15]3[CH:20]=[CH:19][C:18]([F:21])=[CH:17][CH:16]=3)[N:14]=[C:8]2[CH:7]=1)([CH3:5])[CH3:4].[CH3:29]O.C=O.[BH3-][C:34]#[N:35].[Na+]>C1COCC1.C(O)(=O)C>[CH3:29][N:35]([CH3:34])[CH2:2][C:3]([C:6]1[CH:11]=[CH:10][N:9]2[C:12]([C:22]3[CH:27]=[CH:26][N:25]=[C:24]([NH2:28])[N:23]=3)=[C:13]([C:15]3[CH:20]=[CH:19][C:18]([F:21])=[CH:17][CH:16]=3)[N:14]=[C:8]2[CH:7]=1)([CH3:5])[CH3:4] |f:3.4|. Procedure details: A 28 mL Pyrex-Plus tube containing amine 28 (Example 3, 170 mg, 0.452 mmol) was charged with methanol (2.0 mL), then acetic acid (170 □L), then formaldehyde (110 mg of a 37% aqueous solution, 1.35 mmol), then NaBH3CN (2.26 mL of a 1.0M solution in THF, 2.26 mmol). After stirring at room temperature for 1 hour, the reaction mixture was injected directly onto a 40 g Isco RediSep normal phase silica cartridge, and purified on an Isco OptiX10 CombiFlash instrument using a gradient that started at 10... Starting materials: ClC1=C2C(=NC=C1F)N(C(=C2)C2=CCN(CC2)C(=O)OC(C)(C)C)S(=O)(=O)C2=CC=CC=C2 (tert-butyl 4-(4-chloro-5-fluoro-1-(phenylsulfonyl)-1H-pyrrolo[2,3-b]pyridin-2-yl)-5,6-dihydropyridine-1(2H)-carboxylate), FC=1C=CC(=C(C1)B(O)O)OC ((5-fluoro-2-methoxyphenyl)boronic acid), [O-]P(=O)([O-])[O-].[K+].[K+].[K+] (potassium phosphate tribasic), phenylallylchloro[1,3-bis(diisopropylphenyl)-2-imidazol-2-ylidene]palladium(II). The solvent is O1CCCC1 (tetrahydrofuran), O (water), [Cl-].[Na+].O (brine), O (water). Run at temperature 60 celsius. The product is FC=1C(=C2C(=NC1)N(C(=C2)C2=CCN(CC2)C(=O)OC(C)(C)C)S(=O)(=O)C2=CC=CC=C2)C2=C(C=CC(=C2)F)OC (tert-butyl 4-(5-fluoro-4-(5-fluoro-2-methoxyphenyl)-1-(phenylsulfonyl)-1H-pyrrolo[2,3-b]pyridin-2-yl)-5,6-dihydropyridine-1(2H)-carboxylate). Reaction SMILES: Cl[C:2]1[C:7]([F:8])=[CH:6][N:5]=[C:4]2[N:9]([S:25]([C:28]3[CH:33]=[CH:32][CH:31]=[CH:30][CH:29]=3)(=[O:27])=[O:26])[C:10]([C:12]3[CH2:17][CH2:16][N:15]([C:18]([O:20][C:21]([CH3:24])([CH3:23])[CH3:22])=[O:19])[CH2:14][CH:13]=3)=[CH:11][C:3]=12.[F:34][C:35]1[CH:36]=[CH:37][C:38]([O:44][CH3:45])=[C:39](B(O)O)[CH:40]=1.[O-]P([O-])([O-])=O.[K+].[K+].[K+]>O1CCCC1.O.[Cl-].[Na+].O>[F:8][C:7]1[C:2]([C:37]2[CH:36]=[C:35]([F:34])[CH:40]=[CH:39][C:38]=2[O:44][CH3:45])=[C:3]2[CH:11]=[C:10]([C:12]3[CH2:17][CH2:16][N:15]([C:18]([O:20][C:21]([CH3:24])([CH3:23])[CH3:22])=[O:19])[CH2:14][CH:13]=3)[N:9]([S:25]([C:28]3[CH:33]=[CH:32][CH:31]=[CH:30][CH:29]=3)(=[O:27])=[O:26])[C:4]2=[N:5][CH:6]=1 |f:2.3.4.5,8.9.10|. Procedure details: A mixture of Example 231C (2000 mg, 4.07 mmol), (5-fluoro-2-methoxyphenyl)boronic acid (898 mg, 5.28 mmol), potassium phosphate tribasic (2589 mg, 12.20 mmol), and phenylallylchloro[1,3-bis(diisopropylphenyl)-2-imidazol-2-ylidene]palladium(II) (79 mg, 0.122 mmol) in tetrahydrofuran (60 mL) and water (20 mL) was degassed and heated at 60° C. for 3 hours. The mixture was treated with water and brine and extracted with ethyl acetate. The organic layer was washed with water, dried over magnesium sul... Reaction SMILES: [C:1]([O-:7])(=[O:6])[CH2:2][CH2:3][CH2:4][CH3:5].[Li+].[Cl-].[Mg+2].[Cl-].[CH:12](NC(C)C)([CH3:14])[CH3:13].C([Li])CCC.BrCCC.Cl>CCCCCCC.O.O1CCCC1>[CH2:3]([CH:2]([CH2:13][CH2:12][CH3:14])[C:1]([OH:7])=[O:6])[CH2:4][CH3:5] |f:0.1,2.3.4|. Yield: 1126.8%. Starting materials: Cl (hydrochloric acid), standard solution, C(CCC)[Li] (n-butyllithium), C(CCCC)(=O)[O-].[Li+] (lithium valerate), [Cl-].[Mg+2].[Cl-] (magnesium chloride), C(C)(C)NC(C)C (diisopropylamine), BrCCC (1-bromopropane). Run at temperature 50 celsius. Product: C(CC)C(C(=O)O)CCC (2 -propylpentanoic acid). Solvent: O (water), CCCCCCC (heptane), O1CCCC1 (tetrahydrofuran). Procedure: A 2-L flask is charged with 21.6 g (200 mmol) of lithium valerate, 9.5 g (100 mmol) of anhydrous magnesium chloride and 250 mL anhydrous tetrahydrofuran (freshly distilled from sodium, benzophenone). The stirred mixture is warmed to 50° C. allowing the metathetical exchange to occur and a homogeneous solution is produced within 5-15 minutes. The slightly hazy solution is cooled and 5.1 g (200/4 mmol) of diisopropylamine is added. Some precipitate forms and continued stirring fails to effect solu...